From a dataset of the Open Reaction Database (ORD), a public repository of structured organic reaction records. describe an organic reaction: reactants, conditions, products, and yield Starting materials: C(CCC=C)N1C(CCCCCC1)=O (1-pent-4-enyl-azocan-2-one), I(=O)(=O)(=O)[O-].[Na+] (sodium periodate). Reagents/catalysts: [Os](=O)(=O)(=O)=O (Osmium tetroxide). The solvent is O1CCCC1 (tetrahydrofuran), O (water). Conditions: time 5 minute. Product: O=C1N(CCCCCC1)CCCC=O (4-(2-oxo-azocan-1-yl)-butyraldehyde). The yield is 0.0%. Reaction SMILES: [CH2:1]([N:6]1[CH2:13][CH2:12][CH2:11][CH2:10][CH2:9][CH2:8][C:7]1=[O:14])[CH2:2][CH2:3][CH:4]=C.I([O-])(=O)(=O)=[O:16].[Na+]>O1CCCC1.O.[Os](=O)(=O)(=O)=O>[O:14]=[C:7]1[CH2:8][CH2:9][CH2:10][CH2:11][CH2:12][CH2:13][N:6]1[CH2:1][CH2:2][CH2:3][CH:4]=[O:16] |f:1.2|. Procedure: Osmium tetroxide (17 mg, 0.07 mmole) was added to 1-pent-4-enyl-azocan-2-one (5.52 g, 28.3 mmole) in a mixture of tetrahydrofuran (100 mL) and water (50 mL) under ambient water bath cooling. The mixture was stirred for 5 minutes and solid sodium periodate (15.11 g, 70.65 mmole) was added in portions over 15 minutes. The reaction mixture was stirred for 3 hours and filtered. The filtrate was concentrated, saturated with solid sodium chloride, and extracted with methylene chloride. The organic pha... Starting materials: C1(CC1)CN1N=C(C(=C1C)CC1=CC=C(C=C1)OC(C)C)O[C@H]1[C@H](O)[C@@H](O)[C@H](O)[C@H](O1)CO (1-(cyclopropylmethyl)-3-(β-D-glucopyranosyloxy)-4-[(4-isopropoxyphenyl)methyl]-5-methyl-1H-pyrazole), C(CC)(=O)Cl (propionyl chloride), O.C(CC(O)(C(=O)O)CC(=O)O)(=O)O (Citric acid monohydrate), O (water). The solvent is CC1=NC(=CC(=C1)C)C (2,4,6-trimethylpyridine). Conditions: time 3 hour. Product: C1(CC1)CN1N=C(C(=C1C)CC1=CC=C(C=C1)OC(C)C)O[C@H]1[C@H](O)[C@@H](O)[C@H](O)[C@H](O1)COC(CC)=O (1-(cyclopropylmethyl)-4-[(4-isopropoxyphenyl)methyl]-5-methyl-3-(6-O-propionyl-β-D-glucopyranosyloxy)-1H-pyrazole). Yield: 405.5%. RXN SMILES: [CH:1]1([CH2:4][N:5]2[C:9]([CH3:10])=[C:8]([CH2:11][C:12]3[CH:17]=[CH:16][C:15]([O:18][CH:19]([CH3:21])[CH3:20])=[CH:14][CH:13]=3)[C:7]([O:22][C@@H:23]3[O:31][C@H:30]([CH2:32][OH:33])[C@@H:28]([OH:29])[C@H:26]([OH:27])[C@H:24]3[OH:25])=[N:6]2)[CH2:3][CH2:2]1.[C:34](Cl)(=[O:37])[CH2:35][CH3:36].O.C(O)(=O)CC(CC(O)=O)(C(O)=O)O.O>CC1C=C(C)C=C(C)N=1>[CH:1]1([CH2:4][N:5]2[C:9]([CH3:10])=[C:8]([CH2:11][C:12]3[CH:17]=[CH:16][C:15]([O:18][CH:19]([CH3:21])[CH3:20])=[CH:14][CH:13]=3)[C:7]([O:22][C@@H:23]3[O:31][C@H:30]([CH2:32][O:33][C:34](=[O:37])[CH2:35][CH3:36])[C@@H:28]([OH:29])[C@H:26]([OH:27])[C@H:24]3[OH:25])=[N:6]2)[CH2:3][CH2:2]1 |f:2.3|. Procedure details: To a solution of 1-(cyclopropylmethyl)-3-(β-D-glucopyranosyloxy)-4-[(4-isopropoxyphenyl)methyl]-5-methyl-1H-pyrazole (0.40 g) in 2,4,6-trimethylpyridine (1.5 mL) was added propionyl chloride (0.0088 g) at 0° C., and the mixture was stirred for 3 hours. Citric acid monohydrate (3.3 g) and water were added to the reaction mixture, and the mixture was purified by solid phase extraction on ODS (washing solvent: distilled water, eluent: methanol), and successively by column chromatography on silica g... Reactants: CC(=O)O, CC(C)Oc1cc(Nc2nc(NC(C)c3ccc(F)cc3)c(CN)cc2F)n[nH]1. Product: CC(=O)NCc1cc(F)c(Nc2cc(OC(C)C)[nH]n2)nc1NC(C)c1ccc(F)cc1. As a reaction SMILES: [CH3:30][C:31]([OH:32])=[O:33].[NH2:1][CH2:2][c:3]1[c:4]([NH:20][CH:21]([CH3:22])[c:23]2[cH:24][cH:25][c:26]([F:29])[cH:27][cH:28]2)[n:5][c:6]([NH:10][c:11]2[n:12][nH:13][c:14]([O:16][CH:17]([CH3:18])[CH3:19])[cH:15]2)[c:7]([F:9])[cH:8]1>>[NH:1]([CH2:2][c:3]1[c:4]([NH:20][CH:21]([CH3:22])[c:23]2[cH:24][cH:25][c:26]([F:29])[cH:27][cH:28]2)[n:5][c:6]([NH:10][c:11]2[n:12][nH:13][c:14]([O:16][CH:17]([CH3:18])[CH3:19])[cH:15]2)[c:7]([F:9])[cH:8]1)[C:31]([CH3:30])=[O:32]. Reactants: N1N=NN=C1C=1C=C(C=CC1)NC(=O)C1NC(C(C1C1=C(C(=CC=C1)Cl)F)(C#N)C1=C(C=C(C=C1)Cl)F)CC(C)(C)C (Rac (2R,3S,4R,5S)-3-(3-Chloro-2-fluoro-phenyl)-4-(4-chloro-2-fluoro-phenyl)-4-cyano-5-(2,2-dimethyl-propyl)-pyrrolidine-2-carboxylic acid [3-(1H-tetrazol-5-yl)-phenyl]-amide). The solvent is CO (methanol). The product is N1N=NN=C1C=1C=C(C=CC1)NC(=O)[C@@H]1N[C@H]([C@]([C@H]1C1=C(C(=CC=C1)Cl)F)(C#N)C1=C(C=C(C=C1)Cl)F)CC(C)(C)C ((2R,3S,4R,5S)-3-(3-Chloro-2-fluoro-phenyl)-4-(4-chloro-2-fluoro-phenyl)-4-cyano-5-(2,2-dimethyl-propyl)-pyrrolidine-2-carboxylic acid [3-(1H-tetrazol-5-yl)-phenyl]-amide). As a reaction SMILES: [NH:1]1[C:5]([C:6]2[CH:7]=[C:8]([NH:12][C:13]([CH:15]3[CH:19]([C:20]4[CH:25]=[CH:24][CH:23]=[C:22]([Cl:26])[C:21]=4[F:27])[C:18]([C:30]4[CH:35]=[CH:34][C:33]([Cl:36])=[CH:32][C:31]=4[F:37])([C:28]#[N:29])[CH:17]([CH2:38][C:39]([CH3:42])([CH3:41])[CH3:40])[NH:16]3)=[O:14])[CH:9]=[CH:10][CH:11]=2)=[N:4][N:3]=[N:2]1>CO>[NH:4]1[C:5]([C:6]2[CH:7]=[C:8]([NH:12][C:13]([C@H:15]3[C@H:19]([C:20]4[CH:25]=[CH:24][CH:23]=[C:22]([Cl:26])[C:21]=4[F:27])[C@:18]([C:30]4[CH:35]=[CH:34][C:33]([Cl:36])=[CH:32][C:31]=4[F:37])([C:28]#[N:29])[C@H:17]([CH2:38][C:39]([CH3:42])([CH3:41])[CH3:40])[NH:16]3)=[O:14])[CH:9]=[CH:10][CH:11]=2)=[N:1][N:2]=[N:3]1. Reported procedure: Rac (2R,3S,4R,5S)-3-(3-Chloro-2-fluoro-phenyl)-4-(4-chloro-2-fluoro-phenyl)-4-cyano-5-(2,2-dimethyl-propyl)-pyrrolidine-2-carboxylic acid [3-(1H-tetrazol-5-yl)-phenyl]-amide (690 mg) was resolved on a Berger SFC machine under 100 bar, 30° C. with 10% of methanol on an O.D. column gave two separated peaks. Peak 1, 256 mg (desired), peak 2, 186 mg (undesired).